From a dataset of the Open Reaction Database (ORD), a public repository of structured organic reaction records. describe an organic reaction: reactants, conditions, products, and yield Starting materials: COC(N(C)C)OC (N,N-dimethylformamide dimethyl acetal), IC=1C=CC=2N(C1)C=C(N2)C2=CC=C(C=C2)C(C)=O (1-[4-(6-iodoimidazo[1,2-a]pyridin-2-yl)phenyl]-1-ethanone). Run in CN(C=O)C (dimethylformamide). Reaction conditions: temperature 150 celsius. Yields the product CN(/C=C/C(=O)C1=CC=C(C=C1)C=1N=C2N(C=C(C=C2)I)C1)C ((E)-3-(Dimethylamino)-1-[4-(6-iodoimidazo[1,2-a]pyridin-2-yl)phenyl]-2-propen-1-one). RXN SMILES: CO[CH:3](OC)[N:4]([CH3:6])[CH3:5].[I:9][C:10]1[CH:11]=[CH:12][C:13]2[N:14]([CH:16]=[C:17]([C:19]3[CH:24]=[CH:23][C:22]([C:25](=[O:27])[CH3:26])=[CH:21][CH:20]=3)[N:18]=2)[CH:15]=1>CN(C)C=O>[CH3:6][N:4]([CH3:5])/[CH:3]=[CH:26]/[C:25]([C:22]1[CH:23]=[CH:24][C:19]([C:17]2[N:18]=[C:13]3[CH:12]=[CH:11][C:10]([I:9])=[CH:15][N:14]3[CH:16]=2)=[CH:20][CH:21]=1)=[O:27]. Procedure: N,N-dimethylformamide dimethyl acetal (363 μL) was added dropwise to a solution (50 mL) of 1-[4-(6-iodoimidazo[1,2-a]pyridin-2-yl)phenyl]-1-ethanone (495 mg) in dimethylformamide, and the mixture was heated at 150° C. for 16 hours. The reaction mixture was concentrated, and the residue was purified through silica gel column chromatography (dichloromethane:methanol=97:3), followed by concentration under reduced pressure, to thereby yield the title compound (274 mg). Reactants: TEA, N1=CC=CC=C1 (pyridine), C(C)(C)(C)O (t-butanol), C1(=CC=CC=C1)P(=O)(C1=CC=CC=C1)N=[N+]=[N-] (diphenylphosphoryl azide), BrC=1C=C(OC=2C(=NC=CC2C)C(=O)O)C=C(C1)Cl (3-(3-bromo-5-chlorophenoxy)-4-methylpyridine-2-carboxylic acid). Solvent: C1CCOC1 (THF), C(Cl)Cl (CH2Cl2). Conditions: temperature 65 celsius, time 15 minute. Yields the product BrC=1C=C(OC=2C(=NC=CC2C)N)C=C(C1)Cl (3-(3-bromo-5-chlorophenoxy)-4-methylpyridin-2-amine). RXN SMILES: [Br:1][C:2]1[CH:3]=[C:4]([CH:16]=[C:17]([Cl:19])[CH:18]=1)[O:5][C:6]1[C:7](C(O)=O)=[N:8][CH:9]=[CH:10][C:11]=1[CH3:12].[N:20]1C=CC=CC=1.C(O)(C)(C)C.C1(P(N=[N+]=[N-])(C2C=CC=CC=2)=O)C=CC=CC=1>C1COCC1.C(Cl)Cl>[Br:1][C:2]1[CH:3]=[C:4]([CH:16]=[C:17]([Cl:19])[CH:18]=1)[O:5][C:6]1[C:7]([NH2:20])=[N:8][CH:9]=[CH:10][C:11]=1[CH3:12]. Procedure: To a suspension of 3-(3-bromo-5-chlorophenoxy)-4-methylpyridine-2-carboxylic acid (2 g, 5.84 mmol) in THF (12 mL) was added TEA (1.627 mL, 11.68 mmol), pyridine (944 ul, 11.68 mmol), t-butanol (2.79 mL, 29.2 mmol) and diphenylphosphoryl azide (1.89 mL, 8.76 mmol). The resulting mixture was heated to 65° C. for 35 minutes, after which the mixture was diluted with CH2Cl2 (2×100 mL) and washed with water (100 mL). The combined organic extracts were concentrated in vacuo, and the resulting residue w...